This data is from the Open Reaction Database (ORD), a public repository of structured organic reaction records. The task is: describe an organic reaction: reactants, conditions, products, and yield Reactants: C(C1=CC=CC=C1)NC1=C(C=NC2=CC(=CC=C12)Br)[N+](=O)[O-] (N-benzyl-7-bromo-3-nitroquinolin-4-amine). The reagents and catalysts are [Pt] (Platinum on carbon). The solvent is C(C)#N (acetonitrile). The product is C(C1=CC=CC=C1)NC1=C(C=NC2=CC(=CC=C12)Br)N (N4-benzyl-7-bromoquinoline-3,4-diamine). Yield: 63.4%. As a reaction SMILES: [CH2:1]([NH:8][C:9]1[C:18]2[C:13](=[CH:14][C:15]([Br:19])=[CH:16][CH:17]=2)[N:12]=[CH:11][C:10]=1[N+:20]([O-])=O)[C:2]1[CH:7]=[CH:6][CH:5]=[CH:4][CH:3]=1>[Pt].C(#N)C>[CH2:1]([NH:8][C:9]1[C:18]2[C:13](=[CH:14][C:15]([Br:19])=[CH:16][CH:17]=2)[N:12]=[CH:11][C:10]=1[NH2:20])[C:2]1[CH:3]=[CH:4][CH:5]=[CH:6][CH:7]=1. Procedure: Platinum on carbon (1.2 g of 5%) was added to a solution of N-benzyl-7-bromo-3-nitroquinolin-4-amine (10.9 g, 30.4 mmol) in acetonitrile (300 mL) in a Parr vessel. The mixture was placed under hydrogen pressure (30 psi, 2.1×105 Pa) overnight and then filtered through a layer of CELITE filter agent. The filter cake was washed with methanol. The filtrate was concentrated under reduced pressure and further dried for two hours on a vacuum pump to provide 6.33 g of N4-benzyl-7-bromoquinoline-3,4-diam... Starting materials: polyphosphoric acid, C(C)OC(C(C(=O)OCC)=CNC1=CC=C(C=C1)C1CCCCCC1)=O (p-cycloheptyl-anilinomethylene-malonic acid diethyl ester), P(=O)(Cl)(Cl)Cl (phosphorus oxychloride), O (water). Conditions: time 2 hour. Product: C(=O)(OCC)C=1C=NC2=CC=C(C=C2C1Cl)C1CCCCCC1 (3-carboethoxy-4-chloro-6-cycloheptyl-quinoline). RXN SMILES: C(O[C:4](=O)[C:5](=[CH:11][NH:12][C:13]1[CH:18]=[CH:17][C:16]([CH:19]2[CH2:25][CH2:24][CH2:23][CH2:22][CH2:21][CH2:20]2)=[CH:15][CH:14]=1)[C:6]([O:8][CH2:9][CH3:10])=[O:7])C.O.P(Cl)(Cl)([Cl:30])=O>>[C:6]([C:5]1[CH:11]=[N:12][C:13]2[C:18]([C:4]=1[Cl:30])=[CH:17][C:16]([CH:19]1[CH2:20][CH2:21][CH2:22][CH2:23][CH2:24][CH2:25]1)=[CH:15][CH:14]=2)([O:8][CH2:9][CH3:10])=[O:7]. Reported procedure: 10 g of p-cycloheptyl-anilinomethylene-malonic acid diethyl ester are dissolved in 50 ml of phosphorus oxychloride, 0.2 g of polyphosphoric acid is added and the mixture is boiled for 2 hours under reflux, with exclusion of water. The mixture is then evaporated to dryness in vacuo, the evaporation residue is partitioned between 3 times 100 ml of methylene chloride and 3 times 100 ml of 2 N sodium hydroxide solution and the organic solution is washed until neutral, dried over sodium sulphate and ... The reactants are Clc1ccc(CBr)cc1, CCCCc1nc(C)[nH]c(=O)c1Cc1ccc(-c2ccccc2C#N)cc1, CN(C)C=O, CCOC(C)=O, [H-], [Na+]. Product: CCCCc1nc(C)n(Cc2ccc(Cl)cc2)c(=O)c1Cc1ccc(-c2ccccc2C#N)cc1. As a reaction SMILES: [Br:35][CH2:36][c:37]1[cH:38][cH:39][c:40]([Cl:43])[cH:41][cH:42]1.[CH2:1]([CH2:2][CH2:3][CH3:4])[c:5]1[n:6][c:7]([CH3:27])[nH:8][c:9](=[O:26])[c:10]1[CH2:11][c:12]1[cH:13][cH:14][c:15](-[c:18]2[c:19]([C:24]#[N:25])[cH:20][cH:21][cH:22][cH:23]2)[cH:16][cH:17]1.[CH3:30][N:31]([CH3:32])[CH:33]=[O:34].[CH3:44][CH2:45][O:46][C:47](=[O:48])[CH3:49].[H-:28].[Na+:29]>>[CH2:1]([CH2:2][CH2:3][CH3:4])[c:5]1[n:6][c:7]([CH3:27])[n:8]([CH2:36][c:37]2[cH:38][cH:39][c:40]([Cl:43])[cH:41][cH:42]2)[c:9](=[O:26])[c:10]1[CH2:11][c:12]1[cH:13][cH:14][c:15](-[c:18]2[c:19]([C:24]#[N:25])[cH:20][cH:21][cH:22][cH:23]2)[cH:16][cH:17]1. Reactants: ClC=1C=C(C=CC1)C1=NC2=CC=C(C=C2C(=C1)N(C)C)[N+](=O)[O-] (N-[2-(3-chlorophenyl)-6-nitro-4-quinolinyl]-N,N-dimethylamine), CNC (dimethylamine). Product: CN(C=1C=C(C=CC1)C1=NC2=CC=C(C=C2C(=C1)N(C)C)N)C (2-(3-Dimethylaminophenyl)-N4,N4-dimethyl-quinoline-4,6-diamine). Reaction SMILES: Cl[C:2]1[CH:3]=[C:4]([C:8]2[CH:17]=[C:16]([N:18]([CH3:20])[CH3:19])[C:15]3[C:10](=[CH:11][CH:12]=[C:13]([N+:21]([O-])=O)[CH:14]=3)[N:9]=2)[CH:5]=[CH:6][CH:7]=1.[CH3:24][NH:25][CH3:26]>>[CH3:24][N:25]([CH3:26])[C:2]1[CH:3]=[C:4]([C:8]2[CH:17]=[C:16]([N:18]([CH3:20])[CH3:19])[C:15]3[C:10](=[CH:11][CH:12]=[C:13]([NH2:21])[CH:14]=3)[N:9]=2)[CH:5]=[CH:6][CH:7]=1. Reported procedure: The title compound was prepared from N-[2-(3-chlorophenyl)-6-nitro-4-quinolinyl]-N,N-dimethylamine by the procedure of step D2 of Method D using dimethylamine. Starting materials: CO, O, CSc1ncc(C2(O)CCC(N3CC(NC(=O)CNC(=O)c4cccc(C(F)(F)F)c4)C3)CC2)s1. Yields the product CS(=O)c1ncc(C2(O)CCC(N3CC(NC(=O)CNC(=O)c4cccc(C(F)(F)F)c4)C3)CC2)s1. As a reaction SMILES: [CH3:37][OH:38].[OH2:36].[OH:1][C:2]1([c:29]2[cH:30][n:31][c:32]([S:34][CH3:35])[s:33]2)[CH2:3][CH2:4][CH:5]([N:8]2[CH2:9][CH:10]([NH:12][C:13](=[O:14])[CH2:15][NH:16][C:17]([c:18]3[cH:19][c:20]([C:24]([F:25])([F:26])[F:27])[cH:21][cH:22][cH:23]3)=[O:28])[CH2:11]2)[CH2:6][CH2:7]1>>[OH:1][C:2]1([c:29]2[cH:30][n:31][c:32]([S:34]([CH3:35])=[O:36])[s:33]2)[CH2:3][CH2:4][CH:5]([N:8]2[CH2:9][CH:10]([NH:12][C:13](=[O:14])[CH2:15][NH:16][C:17]([c:18]3[cH:19][c:20]([C:24]([F:25])([F:26])[F:27])[cH:21][cH:22][cH:23]3)=[O:28])[CH2:11]2)[CH2:6][CH2:7]1. Starting materials: COCc1cccc(OCCc2cnc(SC)[nH]c2=O)c1, CN(C)Cc1ccc(CSCCN)o1. Product: COCc1cccc(OCCc2cnc(NCCSCc3ccc(CN(C)C)o3)[nH]c2=O)c1. Reaction SMILES: [CH3:1][O:2][CH2:3][c:4]1[cH:5][c:6]([O:7][CH2:8][CH2:9][c:10]2[c:11](=[O:18])[nH:12][c:13]([S:16][CH3:17])[n:14][cH:15]2)[cH:19][cH:20][cH:21]1.[NH2:22][CH2:23][CH2:24][S:25][CH2:26][c:27]1[cH:28][cH:29][c:30]([CH2:32][N:33]([CH3:34])[CH3:35])[o:31]1>>[CH3:1][O:2][CH2:3][c:4]1[cH:5][c:6]([O:7][CH2:8][CH2:9][c:10]2[c:11](=[O:18])[nH:12][c:13]([NH:22][CH2:23][CH2:24][S:25][CH2:26][c:27]3[cH:28][cH:29][c:30]([CH2:32][N:33]([CH3:34])[CH3:35])[o:31]3)[n:14][cH:15]2)[cH:19][cH:20][cH:21]1. The product is N#Cc1ccc(C(O)CCc2cncn2C(c2ccccc2)(c2ccccc2)c2ccccc2)cc1F. Starting materials: C1CCOC1, N#Cc1ccc(C(O)C=Cc2cncn2C(c2ccccc2)(c2ccccc2)c2ccccc2)cc1F. Reaction SMILES: [CH2:38]1[O:39][CH2:40][CH2:41][CH2:42]1.[F:1][c:2]1[c:3]([C:4]#[N:5])[cH:6][cH:7][c:8]([CH:10]([CH:11]=[CH:12][c:13]2[cH:14][n:15][cH:16][n:17]2[C:18]([c:19]2[cH:20][cH:21][cH:22][cH:23][cH:24]2)([c:25]2[cH:26][cH:27][cH:28][cH:29][cH:30]2)[c:31]2[cH:32][cH:33][cH:34][cH:35][cH:36]2)[OH:37])[cH:9]1>>[F:1][c:2]1[c:3]([C:4]#[N:5])[cH:6][cH:7][c:8]([CH:10]([CH2:11][CH2:12][c:13]2[cH:14][n:15][cH:16][n:17]2[C:18]([c:19]2[cH:20][cH:21][cH:22][cH:23][cH:24]2)([c:25]2[cH:26][cH:27][cH:28][cH:29][cH:30]2)[c:31]2[cH:32][cH:33][cH:34][cH:35][cH:36]2)[OH:37])[cH:9]1. Reactants: FC1=C(C=CC=C1)N1N=CC=2C(=CC=CC12)N (1-(2-Fluorophenyl)-1H-indazol-4-amine), N1N=CC=2C(=CC=CC12)N (1H-indazol-4-amine), FC1=CC=C(C=C1)I (4-fluoro-1-iodobenzene). The product is FC1=CC=C(C=C1)N1N=CC=2C(=CC=CC12)N (1-(4-Fluorophenyl)-1H-indazol-4-amine). RXN SMILES: F[C:2]1[CH:7]=[CH:6][CH:5]=[CH:4][C:3]=1[N:8]1[C:16]2[CH:15]=[CH:14][CH:13]=[C:12]([NH2:17])[C:11]=2[CH:10]=[N:9]1.N1C2C=CC=C(N)C=2C=N1.[F:28]C1C=CC(I)=CC=1>>[F:28][C:6]1[CH:5]=[CH:4][C:3]([N:8]2[C:16]3[CH:15]=[CH:14][CH:13]=[C:12]([NH2:17])[C:11]=3[CH:10]=[N:9]2)=[CH:2][CH:7]=1. Procedure: Similarly prepared to Intermediate 1 from 1H-indazol-4-amine and 4-fluoro-1-iodobenzene.